This data is from the Open Reaction Database (ORD), a public repository of structured organic reaction records. The task is: describe an organic reaction: reactants, conditions, products, and yield Starting materials: ClC1=NC(=NC(=C1[N+](=O)[O-])Cl)C1=CC=CC=C1 (4,6-dichloro-5-nitro-2-phenylpyrimidine). The reagents and catalysts are [Ni] (Raney nickel). The solvent is CCOCC.C(C)(=O)[O-] (ether acetate). Yields the product NC=1C(=NC(=NC1Cl)C1=CC=CC=C1)Cl (5-amino-4,6-dichloro-2-phenylpyrimidine). Yield: 72.5%. RXN SMILES: [Cl:1][C:2]1[C:7]([N+:8]([O-])=O)=[C:6]([Cl:11])[N:5]=[C:4]([C:12]2[CH:17]=[CH:16][CH:15]=[CH:14][CH:13]=2)[N:3]=1>CCOCC.C([O-])(=O)C.[Ni]>[NH2:8][C:7]1[C:2]([Cl:1])=[N:3][C:4]([C:12]2[CH:17]=[CH:16][CH:15]=[CH:14][CH:13]=2)=[N:5][C:6]=1[Cl:11] |f:1.2|. Procedure: 27.0 g of 4,6-dichloro-5-nitro-2-phenylpyrimidine are hydrogenated in ether acetate at room temperature by treatment with Raney nickel. The catalyst is afterwards separated and the reaction solution is concentrated by evaporation. Crystallisation of the residue from petroleum ether then yields 17.4 g of 5-amino-4,6-dichloro-2-phenylpyrimidine, m.p. 143°-144° C. (compound No. 1). The reactants are N#CCC(=O)NCc1ccncc1, O=CC=Cc1ccc(O)c(O)c1. The product is N#CC(=CC=Cc1ccc(O)c(O)c1)C(=O)NCc1ccncc1. Reaction SMILES: [C:13](#[N:14])[CH2:15][C:16](=[O:17])[NH:18][CH2:19][c:20]1[cH:21][cH:22][n:23][cH:24][cH:25]1.[OH:1][c:2]1[cH:3][c:4]([CH:5]=[CH:6][CH:7]=[O:8])[cH:9][cH:10][c:11]1[OH:12]>>[OH:1][c:2]1[cH:3][c:4]([CH:5]=[CH:6][CH:7]=[C:15]([C:13]#[N:14])[C:16](=[O:17])[NH:18][CH2:19][c:20]2[cH:21][cH:22][n:23][cH:24][cH:25]2)[cH:9][cH:10][c:11]1[OH:12]. Reaction SMILES: [CH:1]([B-](F)(F)F)=[CH2:2].[K+].Br[C:9]1[CH:10]=[C:11]2[C:15](=[CH:16][CH:17]=1)[CH2:14][N:13]([C:18]([NH:20][C:21]1[CH:26]=[CH:25][C:24]([C:27](=[O:32])[NH:28][CH2:29][CH2:30][CH3:31])=[CH:23][CH:22]=1)=[O:19])[CH2:12]2.C(=O)(O)[O-].[Na+].O>CN(C)C=O.Cl[Pd](Cl)([P](C1C=CC=CC=1)(C1C=CC=CC=1)C1C=CC=CC=1)[P](C1C=CC=CC=1)(C1C=CC=CC=1)C1C=CC=CC=1>[CH2:29]([NH:28][C:27]([C:24]1[CH:23]=[CH:22][C:21]([NH:20][C:18]([N:13]2[CH2:12][C:11]3[C:15](=[CH:16][CH:17]=[C:9]([CH:1]=[CH2:2])[CH:10]=3)[CH2:14]2)=[O:19])=[CH:26][CH:25]=1)=[O:32])[CH2:30][CH3:31] |f:0.1,3.4,^1:46,65|. Starting materials: C(=C)[B-](F)(F)F.[K+] (potassium vinyltrifluoroborate), BrC=1C=C2CN(CC2=CC1)C(=O)NC1=CC=C(C=C1)C(NCCC)=O (5-bromo-N-(4-(propylcarbamoyl)phenyl)isoindoline-2-carboxamide), C([O-])(O)=O.[Na+] (sodium bicarbonate), O (water). Solvent: CN(C=O)C (dimethylformamide). The reagents and catalysts are Cl[Pd]([P](C1=CC=CC=C1)(C2=CC=CC=C2)C3=CC=CC=C3)([P](C4=CC=CC=C4)(C5=CC=CC=C5)C6=CC=CC=C6)Cl (bis(triphenylphosphine)palladium(II) chloride). Reported procedure: In a sealed vial under nitrogen, a mixture of potassium vinyltrifluoroborate (100 mg, 0.75 mmol), 5-bromo-N-(4-(propylcarbamoyl)phenyl)isoindoline-2-carboxamide (150 mg, 0.37 mmol), bis(triphenylphosphine)palladium(II) chloride and saturated aqueous sodium bicarbonate (0.62 ml) in dimethylformamide was heated at 85° C. for 5 hours. The reaction was poured into water, filtered, dried and purified by reverse-phase chromatography to provide the title compound. 1H NMR (300 MHz, DMSO-d6) δ ppm 8.57 (... Conditions: temperature 85 celsius. Product: C(CC)NC(=O)C1=CC=C(C=C1)NC(=O)N1CC2=CC=C(C=C2C1)C=C (N-[4-(propylcarbamoyl)phenyl]-5-vinyl-1,3-dihydro-2H-isoindole-2-carboxamide). The reactants are CC(C)(C)OC(=O)N1CCNC(=O)C1, CC(C)(C)[O-], CI, [K+], CN(C)C=O. Yields the product CN1CCN(C(=O)OC(C)(C)C)CC1=O. As a reaction SMILES: [C:1]([CH3:2])([CH3:3])([CH3:4])[O:5][C:6](=[O:7])[N:8]1[CH2:9][C:10](=[O:14])[NH:11][CH2:12][CH2:13]1.[CH3:15][C:16]([CH3:17])([O-:18])[CH3:19].[I:21][CH3:22].[K+:20].[O:23]=[CH:24][N:25]([CH3:26])[CH3:27]>>[C:1]([CH3:2])([CH3:3])([CH3:4])[O:5][C:6](=[O:7])[N:8]1[CH2:9][C:10](=[O:14])[N:11]([CH3:15])[CH2:12][CH2:13]1. The reactants are FC(C=1C=C(C=CC1)C(C(CC(C1CCN(CC1)C(=O)OCC1=CC=CC=C1)=O)C1=CC=NC=C1)=O)(F)F (4-( 3-trifluoromethylphenyl)-4-oxo-3-(pyridin-4yl)-1-oxo-1-(N-carbobenzoxypiperidin-4-yl)butane), NN (hydrazine), ClC=1C(C(=C(C(C1Cl)=O)C#N)C#N)=O (2,3 dichloro-5,6-dicyano-1,4-benzoquinone). The solvent is CCO (EtOH). Conditions: time 4 hour. Yields the product FC(C=1C=C(C=CC1)C=1N=NC(=CC1C1=CC=NC=C1)C1CCN(CC1)C(=O)OCC1=CC=CC=C1)(F)F (3-(3-trifluoromethylphenyl)-4-(pyridin-4-yl)-6-(N-carbobenzoxypiperidin-4-yl)pyridazine). Yield: 73.5%. As a reaction SMILES: [F:1][C:2]([F:38])([F:37])[C:3]1[CH:4]=[C:5]([C:9](=O)[CH:10]([C:30]2[CH:35]=[CH:34][N:33]=[CH:32][CH:31]=2)[CH2:11][C:12](=O)[CH:13]2[CH2:18][CH2:17][N:16]([C:19]([O:21][CH2:22][C:23]3[CH:28]=[CH:27][CH:26]=[CH:25][CH:24]=3)=[O:20])[CH2:15][CH2:14]2)[CH:6]=[CH:7][CH:8]=1.[NH2:39][NH2:40].ClC1C(=O)C(C#N)=C(C#N)C(=O)C=1Cl>CCO>[F:1][C:2]([F:38])([F:37])[C:3]1[CH:4]=[C:5]([C:9]2[N:39]=[N:40][C:12]([CH:13]3[CH2:18][CH2:17][N:16]([C:19]([O:21][CH2:22][C:23]4[CH:28]=[CH:27][CH:26]=[CH:25][CH:24]=4)=[O:20])[CH2:15][CH2:14]3)=[CH:11][C:10]=2[C:30]2[CH:35]=[CH:34][N:33]=[CH:32][CH:31]=2)[CH:6]=[CH:7][CH:8]=1. Procedure details: Under Ar, a solution of 13 (2.2 g, 4.2 mmol) in EtOH (50 mL) was treated with hydrazine (306 mg, 9.6 mmol). After 4 h, the reaction was concentrated to dryness and the residue was partitioned between water-EtOAc (3×). The EtOAc extracts were backwashed with brine, dried, filtered and concentrated to dryness. The residue was dissolved in toluene (60 mL) and 2,3 dichloro-5,6-dicyano-1,4-benzoquinone (DDQ) (1.0 g, 4.5 mmol) was added. After 0.5 h, the reaction was chromatographed on a Still column ...